From a dataset of the Open Reaction Database (ORD), a public repository of structured organic reaction records. describe an organic reaction: reactants, conditions, products, and yield The reactants are ClC1=C(C=NC2=CC(=C(C=C12)OC)OC)C#N (4-chloro-6,7-dimethoxy-3-quinolinecarbonitrile), Cl.N1=CC=CC=C1 (pyridine hydrochloride), NC=1C=CC(=CC1O)C (6-amino-m-cresol). Run in C(C)OCCO (2-ethoxyethanol). The product is OC1=C(C=CC(=C1)C)NC1=C(C=NC2=CC(=C(C=C12)OC)OC)C#N (4-(2-Hydroxy-4-methyl-phenylamino)-6,7-dimethoxy-quinoline-3-carbonitrile). Yield: 85.7%. Reaction SMILES: Cl[C:2]1[C:11]2[C:6](=[CH:7][C:8]([O:14][CH3:15])=[C:9]([O:12][CH3:13])[CH:10]=2)[N:5]=[CH:4][C:3]=1[C:16]#[N:17].Cl.N1C=CC=CC=1.[NH2:25][C:26]1[CH:27]=[CH:28][C:29]([CH3:33])=[CH:30][C:31]=1[OH:32]>C(OCCO)C>[OH:32][C:31]1[CH:30]=[C:29]([CH3:33])[CH:28]=[CH:27][C:26]=1[NH:25][C:2]1[C:11]2[C:6](=[CH:7][C:8]([O:14][CH3:15])=[C:9]([O:12][CH3:13])[CH:10]=2)[N:5]=[CH:4][C:3]=1[C:16]#[N:17] |f:1.2|. Reported procedure: Using an analogous procedure to that described in Example 286, 248.7 mg (1 mmol) of 4-chloro-6,7-dimethoxy-3-quinolinecarbonitrile in 10 mL of 2-ethoxyethanol and in the presence of 115.6 mg (1 mmol) of pyridine hydrochloride was reacted with 147.8 mg (1.2 mmol) of 6-amino-m-cresol to give 287.5 mg (85.8%) of the product as a light brown solid, m.p.>250° C., mass (electrospray, m/e): M+H 335.9.